describe an organic reaction: reactants, conditions, products, and yield From a dataset of the Open Reaction Database (ORD), a public repository of structured organic reaction records. Starting materials: ClC1=C(C=CC=C1)C1=C2CN(C(N(C2=CC(=C1)I)C1=C(C=CC=C1Cl)Cl)=O)CC1=CC=C(C=C1)OC (5-(2-chlorophenyl)-1-(2,6-dichlorophenyl)-7-iodo-3-(4-methoxybenzyl)-3,4-dihydroquinazolin-2(1H)-one), C(C)(C)(C)N1CCC(CC1)=C[Sn](C)(C)C (1-tert-butyl-4-[(trimethylstannyl)methylene]piperidine). Yields the product C(C)(C)(C)N1CCC(CC1)=CC1=CC(=C2CN(C(N(C2=C1)C1=C(C=CC=C1Cl)Cl)=O)CC1=CC=C(C=C1)OC)C1=C(C=CC=C1)Cl (7-[(1-tert-Butylpiperidin-4-ylidene)methyl]-5-(2-chlorophenyl)-1-(2,6-dichlorophenyl)-3-(4-methoxybenzyl)-3,4-dihydroquinazolin-2(1H)-one). RXN SMILES: [Cl:1][C:2]1[CH:7]=[CH:6][CH:5]=[CH:4][C:3]=1[C:8]1[CH:17]=[C:16](I)[CH:15]=[C:14]2[C:9]=1[CH2:10][N:11]([CH2:28][C:29]1[CH:34]=[CH:33][C:32]([O:35][CH3:36])=[CH:31][CH:30]=1)[C:12](=[O:27])[N:13]2[C:19]1[C:24]([Cl:25])=[CH:23][CH:22]=[CH:21][C:20]=1[Cl:26].[C:37]([N:41]1[CH2:46][CH2:45][C:44](=[CH:47][Sn](C)(C)C)[CH2:43][CH2:42]1)([CH3:40])([CH3:39])[CH3:38]>>[C:37]([N:41]1[CH2:46][CH2:45][C:44](=[CH:47][C:16]2[CH:15]=[C:14]3[C:9]([CH2:10][N:11]([CH2:28][C:29]4[CH:34]=[CH:33][C:32]([O:35][CH3:36])=[CH:31][CH:30]=4)[C:12](=[O:27])[N:13]3[C:19]3[C:24]([Cl:25])=[CH:23][CH:22]=[CH:21][C:20]=3[Cl:26])=[C:8]([C:3]3[CH:4]=[CH:5][CH:6]=[CH:7][C:2]=3[Cl:1])[CH:17]=2)[CH2:43][CH2:42]1)([CH3:40])([CH3:39])[CH3:38]. Procedure: The title compound was prepared from 5-(2-chlorophenyl)-1-(2,6-dichlorophenyl)-7-iodo-3-(4-methoxybenzyl)-3,4-dihydroquinazolin-2(1H)-one (EXAMPLE CCC34) and using 1-tert-butyl-4-[(trimethylstannyl)methylene]piperidine (INTERMEDIATE ABA3) as described in EXAMPLE 41, Step A. Mass spectrum (ESI): 674.5 (M+1). Starting materials: CS(C)=O, FC(F)(F)c1ccc(Cl)nc1, [K+], Nc1ccc(O)cc1, [OH-], O. The product is Nc1ccc(Oc2ccc(C(F)(F)F)cn2)cc1. As a reaction SMILES: [CH3:23][S:24]([CH3:25])=[O:26].[Cl:11][c:12]1[n:13][cH:14][c:15]([C:18]([F:19])([F:20])[F:21])[cH:16][cH:17]1.[K+:2].[NH2:3][c:4]1[cH:5][cH:6][c:7]([OH:8])[cH:9][cH:10]1.[OH-:1].[OH2:22]>>[NH2:3][c:4]1[cH:5][cH:6][c:7]([O:8][c:12]2[n:13][cH:14][c:15]([C:18]([F:19])([F:20])[F:21])[cH:16][cH:17]2)[cH:9][cH:10]1. Starting materials: BrCc1ccccc1, [Li]CCCC, CCCCCC, CC(=O)O, CC(C)NC(C)C, CC1CN(C(=O)Nc2ccc(Cl)cc2)N=C1c1ccc(Cl)cc1, C1CCOC1. The product is CC1(Cc2ccccc2)CN(C(=O)Nc2ccc(Cl)cc2)N=C1c1ccc(Cl)cc1. RXN SMILES: [Br:36][CH2:37][c:38]1[cH:39][cH:40][cH:41][cH:42][cH:43]1.[CH2:8]([Li:9])[CH2:10][CH2:11][CH3:12].[CH3:49][CH2:50][CH2:51][CH2:52][CH2:53][CH3:54].[CH3:55][C:56](=[O:57])[OH:58].[CH:1]([NH:2][CH:3]([CH3:4])[CH3:5])([CH3:6])[CH3:7].[Cl:13][c:14]1[cH:15][cH:16][c:17]([NH:20][C:21](=[O:22])[N:23]2[N:24]=[C:25]([c:29]3[cH:30][cH:31][c:32]([Cl:35])[cH:33][cH:34]3)[CH:26]([CH3:28])[CH2:27]2)[cH:18][cH:19]1.[O:44]1[CH2:45][CH2:46][CH2:47][CH2:48]1>>[Cl:13][c:14]1[cH:15][cH:16][c:17]([NH:20][C:21](=[O:22])[N:23]2[N:24]=[C:25]([c:29]3[cH:30][cH:31][c:32]([Cl:35])[cH:33][cH:34]3)[C:26]([CH3:28])([CH2:37][c:38]3[cH:39][cH:40][cH:41][cH:42][cH:43]3)[CH2:27]2)[cH:18][cH:19]1. Reactants: C(CC)(=O)CC(=O)OCC (ethyl propionylacetate), C(C1=CC=CC=C1)=O (benzaldehyde), [Br-].C[P+](C1=CC=CC=C1)(C1=CC=CC=C1)C1=CC=CC=C1.[NH2-].[Na+] (methyl triphenylphosphonium bromide sodium amide). Solvent: C(C)(=O)OCC.CCCCCC (ethyl acetate hexane). Yields the product C(C)C1=NC(=C(C(=C1CO)C1=CC=CC=C1)C=C)CC (2,6-Diethyl-3-hydroxymethyl4-phenyl-5-(1-ethenyl)pyridine). RXN SMILES: [C:1]([CH2:5][C:6]([O:8]CC)=O)(=O)[CH2:2][CH3:3].[CH:11](=O)[C:12]1[CH:17]=[CH:16][CH:15]=[CH:14][CH:13]=1.[Br-].C[P+](C1C=CC=CC=1)(C1C=CC=CC=1)[C:22]1[CH:27]=[CH:26][CH:25]=[CH:24][CH:23]=1.[NH2-:40].[Na+]>C(OCC)(=O)C.CCCCCC>[CH2:2]([C:1]1[C:5]([CH2:6][OH:8])=[C:11]([C:12]2[CH:17]=[CH:16][CH:15]=[CH:14][CH:13]=2)[C:23]([CH:24]=[CH2:25])=[C:22]([CH2:27][CH3:26])[N:40]=1)[CH3:3] |f:2.3.4.5,6.7|. Procedure details: The title compound was prepared from ethyl propionylacetate, benzaldehyde and methyl triphenylphosphonium bromide/sodium amide according to the procedures descnbed in Example 1, Steps A-G. 1H NMR (300 MHz, CDCl3): δ7.40 (m, 3 H), 7.20 (m, 2 H), 6.36 (dd, J=11, 18 Hz, 1 H), 5.22 (dd, J=11, 2Hz, 1 H), 5.00 (dd, J=18, 2 Hz, 1 H), 4.41 (d, J=6 Hz, 2 H), 2.96 (m, 4 H), 1.35 (m, 7 H). FAB-MS: calculated for (C18H21NO) 267, found 268 (M+H). Anal. Calcd for C18H21NO: C, 80.86; H, 7.92; N, 5.24. Found: C... Reaction SMILES: C(O[C@@H:5]1[CH2:9][N:8]([CH:10]2[CH2:15][CH2:14]O[CH2:12][CH2:11]2)[CH2:7][C@H:6]1[NH:16][C:17](=[O:32])[CH2:18][NH:19][C:20](=[O:31])[C:21]1[CH:26]=[CH:25][CH:24]=[C:23]([C:27]([F:30])([F:29])[F:28])[CH:22]=1)C=C.[S:33]1CCC(=O)CC1.O1CCC(=O)CC1>>[O:32]=[C:17]([NH:16][CH:6]1[CH2:5][CH2:9][N:8]([CH:10]2[CH2:15][CH2:14][S:33][CH2:12][CH2:11]2)[CH2:7]1)[CH2:18][NH:19][C:20](=[O:31])[C:21]1[CH:26]=[CH:25][CH:24]=[C:23]([C:27]([F:30])([F:29])[F:28])[CH:22]=1. Starting materials: C(C=C)O[C@H]1[C@@H](CN(C1)C1CCOCC1)NC(CNC(C1=CC(=CC=C1)C(F)(F)F)=O)=O (rel-N-(2-{[(3R,4R)-4-(allyloxy)-1-(tetrahydro-2H-pyran-4-yl)pyrrolidin-3-yl]amino}-2-oxoethyl)-3-(trifluoromethyl)benzamide), S1CCC(CC1)=O (tetrahydro-4H-thiopyran-4-one), O1CCC(CC1)=O (tetrahydro-4H-pyran-4-one). Procedure: The title compound was synthesized in similar fashion to rel-N-(2-{[(3R,4R)-4-(allyloxy)-1-(tetrahydro-2H-pyran-4-yl)pyrrolidin-3-yl]amino}-2-oxoethyl)-3-(trifluoromethyl)benzamide, tetrahydro-4H-thiopyran-4-one was substituted for tetrahydro-4H-pyran-4-one and was isolated as a white solid. 1H-NMR (DMSO) δ: 1.48-1.60 (m, 2H), 1.90-2.50 (m, 8H), 2.60-2.70 (m, 2H), 2.79-2.96 (m, 2×), 3.70-4.05 (m, 6H), 5.05-5.25 (m, 2H), 5.75-5.95 (m, 1H), 7.70 (t, J=8.2 Hz, 1H), 7.93 (d, J=8.2 Hz, 1H), 8.18 (m, ... Product: O=C(CNC(C1=CC(=CC=C1)C(F)(F)F)=O)NC1CN(CC1)C1CCSCC1 (N-(2-oxo-2-{[1-(tetrahydro-2H-thiopyran-4-yl)pyrrolidin-3-yl]amino}ethyl)-3-(trifluoromethyl)benzamide). Reactants: C(C)OC(C)=O (ethylacetate), COCCOCCOCCN1C2=CC=CC=C2C=2C=CC=CC12 (N-{2-[2-(2-methoxyethoxy)ethoxy]ethyl}carbazole), CC(=O)C (dimethylformaldehyde), three-hole, P(=O)(Cl)(Cl)Cl (phosphorous oxychloride). Run in ClCCCl (1,2-dichloroethane), ClCCCl (1,2-dichloroethane), ice water. Conditions: time 1 hour. The product is COCCOCCOCCN1C2=CC=C(C=C2C=2C=C(C=CC12)C=O)C=O (N-{2-[2-(2-methoxyethoxy)ethoxy]ethyl}-3,6-diformyl carbazole). Yield: 45.0%. As a reaction SMILES: C[C:2]([CH3:4])=[O:3].P(Cl)(Cl)(Cl)=O.[CH3:10][O:11][CH2:12][CH2:13][O:14][CH2:15][CH2:16][O:17][CH2:18][CH2:19][N:20]1[C:32]2[CH:31]=[CH:30][CH:29]=[CH:28][C:27]=2[C:26]2[C:21]1=[CH:22][CH:23]=C[CH:25]=2.[CH2:33]([O:35]C(=O)C)C>ClCCCl>[CH3:10][O:11][CH2:12][CH2:13][O:14][CH2:15][CH2:16][O:17][CH2:18][CH2:19][N:20]1[C:21]2[CH:22]=[CH:23][C:4]([CH:2]=[O:3])=[CH:25][C:26]=2[C:27]2[C:32]1=[CH:31][CH:30]=[C:29]([CH:33]=[O:35])[CH:28]=2. Procedure details: Under nitrogen atmosphere, 191 g (2.61 mol) of dimethylformaldehyde and 100 ml of 1,2-dichloroethane were put in a 1 L three-hole flask provided with an agitator, a thermometer, and a reflux condenser, and after cooling the mixture sufficiently to the temperature of 0° C., 197.6 g (1.29 mol) of phosphorous oxychloride was dropped down slowly thereto. The temperature of the reactant was raised to room temperature, and then the reactant was agitated for 1 hour, recooled to 0° C. and 21.0 g (0.067 ... Reactants: FC1=CC=C(CN2C(C3=CC=CC(=C3C=C2)[N+](=O)[O-])=O)C=C1 (2-(4-Fluorobenzyl)-5-nitroisoquinolin-1(2H)-one), O.O.[Sn](Cl)Cl (tin dichloride dihydrate), O1CCCC1 (tetrahydrofuran). Yields the product NC1=C2C=CN(C(C2=CC=C1)=O)CC1=CC=C(C=C1)F (5-Amino-2-(4-fluorobenzyl)isoquinolin-1(2H)-one). Reaction SMILES: [F:1][C:2]1[CH:22]=[CH:21][C:5]([CH2:6][N:7]2[CH:16]=[CH:15][C:14]3[C:9](=[CH:10][CH:11]=[CH:12][C:13]=3[N+:17]([O-])=O)[C:8]2=[O:20])=[CH:4][CH:3]=1.O.O.[Sn](Cl)Cl.O1CCCC1>>[NH2:17][C:13]1[CH:12]=[CH:11][CH:10]=[C:9]2[C:14]=1[CH:15]=[CH:16][N:7]([CH2:6][C:5]1[CH:4]=[CH:3][C:2]([F:1])=[CH:22][CH:21]=1)[C:8]2=[O:20] |f:1.2.3|. Procedure: 2-(4-Fluorobenzyl)-5-nitroisoquinolin-1(2H)-one (0.66 g, 0.0022 mol) and tin dichloride dihydrate (2 g, 0.009 mol) were stirred in tetrahydrofuran (20 mL, 0.2 mol) at room temperature overnight. The volatiles were removed via rotovapor, and the residue was dissolved in MeOH, filter through a pad of basic alumina and concentrated to dryness to give the title compound as a brown oil. MS m/z (M+H) 268.8.